describe an organic reaction: reactants, conditions, products, and yield From a dataset of the Open Reaction Database (ORD), a public repository of structured organic reaction records. Starting materials: ClCCl, CN(C)CCNc1ccc(C=O)cc1, ClC(Cl)Cl, COCCOC(=O)Cl, [Na+], O=C([O-])O, c1ccncc1. The product is COCCOC(=O)N(CCN(C)C)c1ccc(C=O)cc1. Reaction SMILES: [CH2:34]([Cl:35])[Cl:36].[CH3:1][N:2]([CH2:3][CH2:4][NH:5][c:6]1[cH:7][cH:8][c:9]([CH:10]=[O:11])[cH:12][cH:13]1)[CH3:14].[CH:37]([Cl:38])([Cl:39])[Cl:40].[Cl:15][C:16](=[O:17])[O:18][CH2:19][CH2:20][O:21][CH3:22].[Na+:29].[OH:30][C:31](=[O:32])[O-:33].[cH:23]1[cH:24][cH:25][n:26][cH:27][cH:28]1>>[CH3:1][N:2]([CH2:3][CH2:4][N:5]([c:6]1[cH:7][cH:8][c:9]([CH:10]=[O:11])[cH:12][cH:13]1)[C:16](=[O:17])[O:18][CH2:19][CH2:20][O:21][CH3:22])[CH3:14]. The reactants are CC(=O)C1(c2ccc(Cl)c(Cl)c2)CCC1, CC(=O)C1(c2ccc(Cl)cc2)CCC1, CN, CCO, [H][H], O=[Pt]. Product: CNC(C)C1(c2ccc(Cl)cc2)CCC1. Reaction SMILES: [C:15]([C:16]1([c:17]2[cH:18][cH:19][c:20]([Cl:21])[c:22]([Cl:23])[cH:24]2)[CH2:25][CH2:26][CH2:27]1)(=[O:28])[CH3:29].[C:1]([CH3:2])(=[O:3])[C:4]1([c:8]2[cH:9][cH:10][c:11]([Cl:14])[cH:12][cH:13]2)[CH2:5][CH2:6][CH2:7]1.[CH3:30][NH2:31].[CH3:34][CH2:35][OH:36].[H:32][H:33].[Pt:37]=[O:38]>>[CH:1]([CH3:2])([C:4]1([c:8]2[cH:9][cH:10][c:11]([Cl:14])[cH:12][cH:13]2)[CH2:5][CH2:6][CH2:7]1)[NH:31][CH3:30]. Reactants: [Br-], [Mg+]C1CCCCC1, COC(=O)C(=O)Cl. The product is COC(=O)C(=O)C1CCCCC1. RXN SMILES: [Br-:1].[CH:2]1([Mg+:8])[CH2:3][CH2:4][CH2:5][CH2:6][CH2:7]1.[Cl:9][C:10]([C:11](=[O:12])[O:13][CH3:14])=[O:15]>>[CH:2]1([C:10]([C:11](=[O:12])[O:13][CH3:14])=[O:15])[CH2:3][CH2:4][CH2:5][CH2:6][CH2:7]1. Reactants: O=C(Cl)C1(c2ccc(Cl)c(Cl)c2)CC1, NC1=c2ccoc2=NCN1c1ccc(N)cc1, c1ccncc1. Product: NC1=c2ccoc2=NCN1c1ccc(NC(=O)C2(c3ccc(Cl)c(Cl)c3)CC2)cc1. As a reaction SMILES: [Cl:18][c:19]1[cH:20][c:21]([C:26]2([C:29](=[O:30])[Cl:31])[CH2:27][CH2:28]2)[cH:22][cH:23][c:24]1[Cl:25].[NH2:1][C:2]1=[c:3]2[c:4]([o:15][cH:16][cH:17]2)=[N:5][CH2:6][N:7]1[c:8]1[cH:9][cH:10][c:11]([NH2:14])[cH:12][cH:13]1.[cH:32]1[cH:33][cH:34][n:35][cH:36][cH:37]1>>[NH2:1][C:2]1=[c:3]2[c:4]([o:15][cH:16][cH:17]2)=[N:5][CH2:6][N:7]1[c:8]1[cH:9][cH:10][c:11]([NH:14][C:29]([C:26]2([c:21]3[cH:20][c:19]([Cl:18])[c:24]([Cl:25])[cH:23][cH:22]3)[CH2:27][CH2:28]2)=[O:30])[cH:12][cH:13]1. Reactants: FC1=CC=C(CNC(=O)C2=NC(=C3C=CC=NC3=C2O)/C=C/C(=O)OC)C=C1 (methyl (2E)-3-(7-{[(4-fluorobenzyl)amino]carbonyl}-8-hydroxy[1,6]-naphthyridin-5-yl)-2-propenoate), FC1=CC=C(CNC(=O)C2=NC(=C3C=CC=NC3=C2O)CCC(=O)OC)C=C1 (methyl 3-(7-{[(4-fluorobenzyl)amino]carbonyl}-8-hydroxy[1,6]-naphthyridin-5-yl)propanoate). Product: FC1=CC=C(CNC(=O)C2=NC(=C3C=CC=NC3=C2O)\C=C\C(=O)N(C)C)C=C1 (N-(4-Fluorobenzyl)-5-[(1E)-3-(dimethylamino)-3-oxo-1-propenyl]-8-hydroxy-[1,6]napthyridine-7-carboxamide). RXN SMILES: [F:1][C:2]1[CH:28]=[CH:27][C:5]([CH2:6][NH:7][C:8]([C:10]2[C:19]([OH:20])=[C:18]3[C:13]([CH:14]=[CH:15][CH:16]=[N:17]3)=[C:12](/[CH:21]=[CH:22]/[C:23]([O:25]C)=O)[N:11]=2)=[O:9])=[CH:4][CH:3]=1.FC1C=CC([CH2:34][NH:35][C:36](C2C(O)=C3C(C=CC=N3)=C(CCC(OC)=O)N=2)=O)=CC=1>>[F:1][C:2]1[CH:3]=[CH:4][C:5]([CH2:6][NH:7][C:8]([C:10]2[C:19]([OH:20])=[C:18]3[C:13]([CH:14]=[CH:15][CH:16]=[N:17]3)=[C:12](/[CH:21]=[CH:22]/[C:23]([N:35]([CH3:36])[CH3:34])=[O:25])[N:11]=2)=[O:9])=[CH:27][CH:28]=1. Reported procedure: The title compound was prepared using a procedure similar to that described in Example 147, Step 2, except that methyl (2E)-3-(7-{[(4-fluorobenzyl)amino]carbonyl}-8-hydroxy[1,6]-naphthyridin-5-yl)-2-propenoate (Example 137, Step 1) was substituted for methyl 3-(7-{[(4-fluorobenzyl)amino]carbonyl}-8-hydroxy[1,6]-naphthyridin-5-yl)propanoate. The reactants are B(OC1=CC(=CC=C1)C)([O-])[O-] (3-Methylphenyl borate), ClC1=NC2=CC=C(C=C2C=C1C)C (2-chloro-3,6-dimethylquinoline), C([O-])([O-])=O.[K+].[K+] (potassium carbonate). Reagents/catalysts: C1=CC=C(C=C1)P(C2=CC=CC=C2)C3=CC=CC=C3.C1=CC=C(C=C1)P(C2=CC=CC=C2)C3=CC=CC=C3.C1=CC=C(C=C1)P(C2=CC=CC=C2)C3=CC=CC=C3.C1=CC=C(C=C1)P(C2=CC=CC=C2)C3=CC=CC=C3.[Pd] (tetrakis(triphenylphosphine)palladium(O)). Run in C1CCOC1 (THF), O (H2O). Run at temperature 100 celsius, time 24 hour. Yields the product CC=1C=C(C=CC1)C1=NC2=CC=C(C=C2C=C1C)C (2-(3-methylphenyl)-3,6-dimethylquinoline). RXN SMILES: B([O-])([O-])O[C:3]1[CH:8]=[CH:7][CH:6]=[C:5]([CH3:9])[CH:4]=1.Cl[C:13]1[C:22]([CH3:23])=[CH:21][C:20]2[C:15](=[CH:16][CH:17]=[C:18]([CH3:24])[CH:19]=2)[N:14]=1.C(=O)([O-])[O-].[K+].[K+]>C1COCC1.O.C1C=CC(P(C2C=CC=CC=2)C2C=CC=CC=2)=CC=1.C1C=CC(P(C2C=CC=CC=2)C2C=CC=CC=2)=CC=1.C1C=CC(P(C2C=CC=CC=2)C2C=CC=CC=2)=CC=1.C1C=CC(P(C2C=CC=CC=2)C2C=CC=CC=2)=CC=1.[Pd]>[CH3:9][C:5]1[CH:4]=[C:3]([C:13]2[C:22]([CH3:23])=[CH:21][C:20]3[C:15](=[CH:16][CH:17]=[C:18]([CH3:24])[CH:19]=3)[N:14]=2)[CH:8]=[CH:7][CH:6]=1 |f:2.3.4,7.8.9.10.11|. Reported procedure: 3-Methylphenyl borate (1.3 mmol), 2-chloro-3,6-dimethylquinoline (1 mmol), tetrakis(triphenylphosphine)palladium(O) (0.05 mmol) and potassium carbonate (3 mmol) were dissolved in THF (30 mL) and H2O (10 mL). The resulting solution was stirred in a bath at 100° C. for 24 hours. After completion of the reaction, the THF and the toluene were removed. The reaction solution was extracted with dichloromethane and water, and distilled under reduced pressure. The resulting residue was purified by silica... The reactants are [C@H]1(C[C@H](O)[C@H](S1)CO)N1C2=NC(=NC(=C2N=C1)N)N (9-(2-deoxy-4-thio-α-D-ribofuranosyl)-2,6-diaminopurine), [C@H]1(C[C@H](O)[C@H](S1)CO)N1C2=NC(=NC(=C2N=C1)N)N (9-(2-deoxy-4-thio-α-D-ribofuranosyl)-2,6-diaminopurine), [C@@H]1([C@H](O)[C@H](O)[C@@H](CO)O1)N1C=NC=2C(N)=NC=NC12 (adenosine). The solvent is O (H2O), (NH4)2SO4. The product is [C@H]1(C[C@H](O)[C@H](S1)CO)N1C=2N=C(NC(C2N=C1)=O)N (9-(2-deoxy-4-thio-α-D-ribofuranosyl)-2-amino-1,6-dihydro-6-oxopurine). Yield: 93.0%. As a reaction SMILES: [C@H:1]1([N:9]2[CH:17]=[N:16][C:15]3[C:10]2=[N:11][C:12]([NH2:19])=[N:13][C:14]=3N)[S:6][C@H:5]([CH2:7][OH:8])[C@@H:3]([OH:4])[CH2:2]1.[C@@H]1(N2C3N=CN=C(N)C=3N=C2)O[C@H](CO)[C@@H](O)[C@H]1[OH:22]>O>[C@H:1]1([N:9]2[CH:17]=[N:16][C:15]3[C:14](=[O:22])[NH:13][C:12]([NH2:19])=[N:11][C:10]2=3)[S:6][C@H:5]([CH2:7][OH:8])[C@@H:3]([OH:4])[CH2:2]1. Reported procedure: To a solution of 9-(2-deoxy-4-thio-α-D-ribofuranosyl)-2,6-diaminopurine (formula 8) (30 mg, 0.11 mmol) in distilled H2O (10 mL) was added a suspension of adenosine deaminase in 3.2M (NH4)2SO4 (0.1 mL) and reaction mixture was kept at room temperature. A 12-day TLC aliquot showed complete reaction. The solution was evaporated to dryness, the residue was crystallized from EtOH to give 9-(2-deoxy-4-thio-α-D-ribofuranosyl)-2-amino-1,6-dihydro-6-oxopurine (28 mg, 93%); mp 257°-260° C.; TLC 3: 1 CHCl3...